From a dataset of the Open Reaction Database (ORD), a public repository of structured organic reaction records. describe an organic reaction: reactants, conditions, products, and yield The reactants are ClC=1C=C2OCCN3C=C(N=C3C2=CN1)C(=O)N (12-chloro-9-oxa-3,6,13-triazatricyclo[8.4.0.02,6]tetradeca-1(14),2,4,10,12-pentaene-4-carboxamide), CN(C)C(OC)OC (DMF-DMA). Run in O1CCOCC1 (1,4-dioxane). Run at temperature 100 celsius, time 1 hour. Yields the product ClC=1C=C2OCCN3C=C(N=C3C2=CN1)C(=O)/N=C/N(C)C (12-chloro-N-[(1E)-(dimethylamino)methylidene]-9-oxa-3,6,13-triazatricyclo[8.4.0.02,6]tetradeca-1(14),2,4,10,12-pentaene-4-carboxamide). Isolated yield 65.8%. RXN SMILES: [Cl:1][C:2]1[CH:3]=[C:4]2[C:13](=[CH:14][N:15]=1)[C:12]1[N:8]([CH:9]=[C:10]([C:16]([NH2:18])=[O:17])[N:11]=1)[CH2:7][CH2:6][O:5]2.[CH3:19][N:20]([CH:22](OC)OC)[CH3:21]>O1CCOCC1>[Cl:1][C:2]1[CH:3]=[C:4]2[C:13](=[CH:14][N:15]=1)[C:12]1[N:8]([CH:9]=[C:10]([C:16](/[N:18]=[CH:19]/[N:20]([CH3:22])[CH3:21])=[O:17])[N:11]=1)[CH2:7][CH2:6][O:5]2. Procedure: To a solution of 12-chloro-9-oxa-3,6,13-triazatricyclo[8.4.0.02,6]tetradeca-1(14),2,4,10,12-pentaene-4-carboxamide (0.380 mmol, 100 mg) in 1,4-dioxane (3 mL) was added DMF-DMA (1.14 mmol, 147 mg). The mixture was stirred at 100° C. for 1 hour under nitrogen atmosphere. Then solvent was evaporated under reduced pressure, the residue was washed by ether to give 12-chloro-N-[(1E)-(dimethylamino)methylidene]-9-oxa-3,6,13-triazatricyclo[8.4.0.02,6]tetradeca-1(14),2,4,10,12-pentaene-4-carboxamide (80 ... The reactants are CC1=NC2=CC(=C(C=C2N=C1C)OC)OC (2,3-dimethyl-6,7-dimethoxyquinoxaline), CI (methyl iodide). Reaction conditions: temperature 100 celsius. Yields the product [I-].C[N+]1=C(C(=NC2=CC(=C(C=C12)OC)OC)C)C (1,2,3-Trimethyl-6,7-dimethoxyquinoxalinium iodide). Reaction SMILES: [CH3:1][C:2]1[C:11]([CH3:12])=[N:10][C:9]2[C:4](=[CH:5][C:6]([O:15][CH3:16])=[C:7]([O:13][CH3:14])[CH:8]=2)[N:3]=1.[CH3:17][I:18]>>[I-:18].[CH3:17][N+:10]1[C:9]2[C:4](=[CH:5][C:6]([O:15][CH3:16])=[C:7]([O:13][CH3:14])[CH:8]=2)[N:3]=[C:2]([CH3:1])[C:11]=1[CH3:12] |f:2.3|. Reported procedure: 5.5 g (0.025 mol) of 2,3-dimethyl-6,7-dimethoxyquinoxaline are dissolved in 30 ml of methyl iodide, in a 100 ml stirred autoclave. This solution is warmed to 100° C over the course of 24 hours. whilst stirring, the pressure rising to about 7 atmospheres gauge. After cooling to room temperature, the yellow precipitate is filtered off, rinsed with a little dry acetone and dried. Yield about 6.5 g, corresponding to 72% of theory. Melting point 210° to 212° C (decomposition). The IR (KBr) and NMR (D...